This data is from the Open Reaction Database (ORD), a public repository of structured organic reaction records. The task is: describe an organic reaction: reactants, conditions, products, and yield The reactants are CN1CCC(CC1)N (1-methyl-piperidin-4-yl amine), [Cl-].[Na+] (sodium chloride), C1(CCCC1)N1[C@@H](C(N(C=2C=NC(=NC12)NC=1C=CC(=C2CCOC21)C(=O)O)C)=O)CC (7-[[(7R)-8-cyclopentyl-7-ethyl-5-methyl-6-oxo-7H-pteridin-2-yl]amino]-2,3-dihydrobenzofuran-4-carboxylic acid), F[B-](F)(F)F.N1(N=NC2=C1C=CC=C2)OC(=[N+](C)C)N(C)C (O-(benzotriazol-1-yl)-N,N,N′,N′-tetra methyluronium tetrafluoroborate), C(C)(C)N(CC)C(C)C (diisopropylethylamine). Run in ClCCl (dichloromethane), ClCCl (dichloromethane). Reaction conditions: time 10 minute. Yields the product C1(CCCC1)N1[C@@H](C(N(C=2C=NC(=NC12)NC=1C=CC(=C2CCOC21)C(=O)NC2N(CCCC2)C)C)=O)CC (7-[[(7R)-8-cyclopentyl-7-ethyl-5-methyl-6-oxo-7H-pteridin-2-yl]amino]-N-(1-methyl-piperidyl)-2,3-dihydrobenzofuran-4-carboxamide). Isolated yield 79.0%. Reaction SMILES: [CH:1]1([N:6]2[C:15]3[N:14]=[C:13]([NH:16][C:17]4[CH:18]=[CH:19][C:20]([C:26]([OH:28])=O)=[C:21]5[C:25]=4[O:24][CH2:23][CH2:22]5)[N:12]=[CH:11][C:10]=3[N:9]([CH3:29])[C:8](=[O:30])[C@H:7]2[CH2:31][CH3:32])[CH2:5][CH2:4][CH2:3][CH2:2]1.F[B-](F)(F)F.[N:38]1(OC(N(C)C)=[N+](C)C)C2C=CC=CC=2N=N1.C(N(C(C)C)CC)(C)C.[CH3:64][N:65]1[CH2:70][CH2:69][CH:68](N)[CH2:67][CH2:66]1.[Cl-].[Na+]>ClCCl>[CH:1]1([N:6]2[C:15]3[N:14]=[C:13]([NH:16][C:17]4[CH:18]=[CH:19][C:20]([C:26]([NH:38][CH:66]5[CH2:67][CH2:68][CH2:69][CH2:70][N:65]5[CH3:64])=[O:28])=[C:21]5[C:25]=4[O:24][CH2:23][CH2:22]5)[N:12]=[CH:11][C:10]=3[N:9]([CH3:29])[C:8](=[O:30])[C@H:7]2[CH2:31][CH3:32])[CH2:2][CH2:3][CH2:4][CH2:5]1 |f:1.2,5.6|. Procedure: 7-[[(7R)-8-Cyclopentyl-7-ethyl-5-methyl-6-oxo-7H-pteridin-2-yl]amino]-2,3-dihydrobenzofuran-4-carboxylic acid 1q (300 mg, 0.68 mmol) and O-(benzotriazol-1-yl)-N,N,N′,N′-tetra methyluronium tetrafluoroborate (148 mg, 0.46 mmol) were dissolved in 30 mL of dichloromethane, followed by the addition of diisopropylethylamine (131 mg, 1 mmol). The reaction solution was stirred for 10 minutes followed by the addition of 1-methyl-piperidin-4-yl amine (52 mg, 0.46 mmol), and stirred for another 3 hours. T... The reactants are FC(C(=O)O)(F)F (Trifluoroacetic acid), C(C)(C)(C)OC(=O)N1CCN(CC1)C1=CC=C(C=C1)N(C)C (1-(tert-butoxycarbonyl)-4-(4-dimethylaminophenyl)piperazine). Solvent: ClCCl (dichloromethane). Run at time 30 minute. The product is CN(C1=CC=C(C=C1)N1CCNCC1)C (1-(4-dimethylaminophenyl)piperazine). The yield is 84.4%. RXN SMILES: FC(F)(F)C(O)=O.C(OC([N:15]1[CH2:20][CH2:19][N:18]([C:21]2[CH:26]=[CH:25][C:24]([N:27]([CH3:29])[CH3:28])=[CH:23][CH:22]=2)[CH2:17][CH2:16]1)=O)(C)(C)C>ClCCl>[CH3:28][N:27]([CH3:29])[C:24]1[CH:23]=[CH:22][C:21]([N:18]2[CH2:19][CH2:20][NH:15][CH2:16][CH2:17]2)=[CH:26][CH:25]=1. Reported procedure: Trifluoroacetic acid (10 ml) was added to a solution of 1-(tert-butoxycarbonyl)-4-(4-dimethylaminophenyl)piperazine (2.01 g 6.58 mmol) in dichloromethane (20 ml) and the mixture stirred for 30 min at room temperature. The mixture was concentrated in vacuo and saturated aqueous potassium carbonate (100 ml) was cautiously added to the residue. The mixture was extracted with dichloromethane (3×100 ml), the extracts were washed with brine (50 ml), combined and dried (MgSO4). Concentration of the ext... Starting materials: C[Si](CCOCN(C1=CC(=NC=2N1N=CC2)C2CC1CCC(C2)N1C(=O)OC(C)(C)C)COCC[Si](C)(C)C)(C)C (tert-butyl 3-(7-(bis((2-(trimethylsilyl)ethoxy)methyl)amino)pyrazolo[1,5-a]pyrimidin-5-yl)-8-azabicyclo[3.2.1]octane-8-carboxylate), IN1C(CCC1=O)=O (N-iodosuccinimide). Solvent: CC#N (CH3CN), C(Cl)Cl (DCM). Reaction conditions: time 1.5 hour. The product is C[Si](CCOCN(C1=CC(=NC=2N1N=CC2I)C2CC1CCC(C2)N1C(=O)OC(C)(C)C)COCC[Si](C)(C)C)(C)C (tert-butyl 3-(7-(bis((2-(trimethylsilyl)ethoxy)methyl)amino)-3-iodopyrazolo[1,5-a]pyrimidin-5-yl)-8-azabicyclo[3.2.1]octane-8-carboxylate). RXN SMILES: [CH3:1][Si:2]([CH3:41])([CH3:40])[CH2:3][CH2:4][O:5][CH2:6][N:7]([CH2:32][O:33][CH2:34][CH2:35][Si:36]([CH3:39])([CH3:38])[CH3:37])[C:8]1[N:13]2[N:14]=[CH:15][CH:16]=[C:12]2[N:11]=[C:10]([CH:17]2[CH2:23][CH:22]3[N:24]([C:25]([O:27][C:28]([CH3:31])([CH3:30])[CH3:29])=[O:26])[CH:19]([CH2:20][CH2:21]3)[CH2:18]2)[CH:9]=1.[I:42]N1C(=O)CCC1=O>CC#N.C(Cl)Cl>[CH3:39][Si:36]([CH3:38])([CH3:37])[CH2:35][CH2:34][O:33][CH2:32][N:7]([CH2:6][O:5][CH2:4][CH2:3][Si:2]([CH3:1])([CH3:40])[CH3:41])[C:8]1[N:13]2[N:14]=[CH:15][C:16]([I:42])=[C:12]2[N:11]=[C:10]([CH:17]2[CH2:23][CH:22]3[N:24]([C:25]([O:27][C:28]([CH3:31])([CH3:30])[CH3:29])=[O:26])[CH:19]([CH2:20][CH2:21]3)[CH2:18]2)[CH:9]=1. Procedure details: To the “anti” tert-butyl 3-(7-(bis((2-(trimethylsilyl)ethoxy)methyl)amino)pyrazolo[1,5-a]pyrimidin-5-yl)-8-azabicyclo[3.2.1]octane-8-carboxylate (6.04 g, 10 mmol) in CH3CN (40 mL) and DCM (40 mL) was added N-iodosuccinimide (2.5 g, 11 mmol) portionwise and the resulting mixture was stirred at room temperature for 1.5 h, at which time LC/MS confirmed full conversion of starting material to product. The solvent was removed in vacuo and the residue was purified by column chromatography on silica ge... The reactants are [F-].[Cs+] (CsF), ClC=1C(=NC=C(C1)C(F)(F)F)F (3-chloro-2-fluoro-5-(trifluoromethyl)pyridine), ClC=1C(=NC=C(C1)C(F)(F)F)F (3-chloro-2-fluoro-5-(trifluoromethyl)pyridine), [F-].[Cs+] (CsF), [F-].[Cs+] (CsF). Reaction SMILES: [F-:1].[Cs+].Cl[C:4]1[C:5]([F:14])=[N:6][CH:7]=[C:8]([C:10]([F:13])([F:12])[F:11])[CH:9]=1>C([O-])([O-])=O.[K+].[K+].CS(C)=O>[F:14][C:5]1[C:4]([F:1])=[CH:9][C:8]([C:10]([F:13])([F:12])[F:11])=[CH:7][N:6]=1 |f:0.1,3.4.5|. Procedure: A 500 ml 4-neck round bottom flask, equipped with an air-driven mechanical stirrer and fitted with a thermometer, a distillation condenser and a stopper, was charged with 500 ml of DMSO, 1 g anhydrous K2CO3 and 25 g (0.165 mole) of CsF (one third of total CsF). The flask was heated with a heating mantle and about 100 ml of DMSO was distilled at ~110° C./~40 mm Hg to dry the reaction mixture. The reaction mixture was cooled to about 75° C. and N2 was reintroduced into the flask. The distillation ... Run at temperature 75 celsius, time 2.5 hour. The yield is 116.2%. Reagents/catalysts: C(=O)([O-])[O-].[K+].[K+] (K2CO3). The solvent is CS(=O)C (DMSO), CS(=O)C (DMSO). Yields the product FC1=NC=C(C=C1F)C(F)(F)F (2,3-difluoro-5-(trifluoromethyl)pyridine). The reactants are C(C)(C)(C)OC(\C=C\C1=NC=C(C=C1)C=O)=O ((E)-3-(5-formyl-pyridin-2-yl)-acrylic acid tert-butyl ester), [OH-].[K+] (KOH), CN1CCN(CC1)C=1C=C(C=CC1)C(C)=O (1-[3-(4-methyl-piperazin-1-yl)-phenyl]-ethanone). Solvent: CCO (EtOH). Reaction conditions: temperature 0 celsius, time 4 hour. Product: CN1CCN(CC1)C=1C=C(C=CC1)C(/C=C/C=1C=CC(=NC1)/C=C/C(=O)O)=O ((E)-3-(5-{(E)-3-[3-(4-methyl-piperazin-1-yl)-phenyl]-3-oxo-propenyl}-pyridin-2-yl)-acrylic acid). The yield is 53.6%. As a reaction SMILES: C([O:5][C:6](=[O:17])/[CH:7]=[CH:8]/[C:9]1[CH:14]=[CH:13][C:12]([CH:15]=O)=[CH:11][N:10]=1)(C)(C)C.[OH-].[K+].[CH3:20][N:21]1[CH2:26][CH2:25][N:24]([C:27]2[CH:28]=[C:29]([C:33](=[O:35])[CH3:34])[CH:30]=[CH:31][CH:32]=2)[CH2:23][CH2:22]1>CCO>[CH3:20][N:21]1[CH2:26][CH2:25][N:24]([C:27]2[CH:28]=[C:29]([C:33](=[O:35])/[CH:34]=[CH:15]/[C:12]3[CH:13]=[CH:14][C:9](/[CH:8]=[CH:7]/[C:6]([OH:5])=[O:17])=[N:10][CH:11]=3)[CH:30]=[CH:31][CH:32]=2)[CH2:23][CH2:22]1 |f:1.2|. Reported procedure: A mixture of (E)-3-(5-formyl-pyridin-2-yl)-acrylic acid tert-butyl ester (described in Example 11 STEP A-D, 190 mg, 0.81 mmol), KOH 1.7 M (0.716 ml, 1.22 mmol) and 1-[3-(4-methyl-piperazin-1-yl)-phenyl]-ethanone (177 mg, 0.812 mmol) in EtOH (8 ml) was stirred at 0° C. for 4 h. The resulting slurry was partitioned between water and AcOEt and the organic phase was dried over Na2SO4 and evaporated in vacuo. The crude reaction mixture was purified by column chromatography (eluent: DCM/MeOH/NH4OH 98:... Yields the product COC=1C=CC(C(\C=C(/C(=O)Cl)\C2=CCC3=CC=CC=C23)(C1)Cl)C ((Z)-5-Methoxy-2-methyl-1-chlorobenzylidene-3-indenylacetyl chloride). Reported procedure: (Z)-5-Methoxy-2-methyl-1-chlorobenzylidene-3-indenylacetic acid (70 mmol) in THF (500 ml) is allowed to react with oxalylchloride (2 M in CH2Cl2 ; 70 mmol) under reflux conditions (24 hours). The solvent is evaporated to yield the title compound, which is used as such in the next step. Solvent: C1CCOC1 (THF). The reactants are COC=1C=CC(C(\C=C(/C(=O)O)\C2=CCC3=CC=CC=C23)(C1)Cl)C ((Z)-5-Methoxy-2-methyl-1-chlorobenzylidene-3-indenylacetic acid), C(C(=O)Cl)(=O)Cl (oxalylchloride). As a reaction SMILES: [CH3:1][O:2][C:3]1[CH:4]=[CH:5][CH:6]([CH3:24])[C:7]([Cl:23])([CH:22]=1)/[CH:8]=[C:9](/[C:13]1[C:21]2[C:16](=[CH:17][CH:18]=[CH:19][CH:20]=2)[CH2:15][CH:14]=1)\[C:10](O)=[O:11].C(Cl)(=O)C([Cl:28])=O>C1COCC1>[CH3:1][O:2][C:3]1[CH:4]=[CH:5][CH:6]([CH3:24])[C:7]([Cl:23])([CH:22]=1)/[CH:8]=[C:9](/[C:13]1[C:21]2[C:16](=[CH:17][CH:18]=[CH:19][CH:20]=2)[CH2:15][CH:14]=1)\[C:10]([Cl:28])=[O:11]. Reactants: ClCCOC1=CC=C(C=C1)C(=O)C1=CC(=C(C=C1)OC)F ((4-(2-Chloroethoxy)phenyl)(3-fluoro-4-methoxyphenyl)methanone), C(=O)([O-])[O-].[Na+].[Na+] (Na2CO3). The solvent is Br (HBr). Product: ClCCOC1=CC=C(C=C1)C(=O)C1=CC(=C(C=C1)O)F ((4-(2-chloroethoxy)phenyl)(3-fluoro-4-hydroxyphenyl)-methanone). Yield: 51.0%. As a reaction SMILES: [Cl:1][CH2:2][CH2:3][O:4][C:5]1[CH:10]=[CH:9][C:8]([C:11]([C:13]2[CH:18]=[CH:17][C:16]([O:19]C)=[C:15]([F:21])[CH:14]=2)=[O:12])=[CH:7][CH:6]=1.C([O-])([O-])=O.[Na+].[Na+]>Br>[Cl:1][CH2:2][CH2:3][O:4][C:5]1[CH:6]=[CH:7][C:8]([C:11]([C:13]2[CH:18]=[CH:17][C:16]([OH:19])=[C:15]([F:21])[CH:14]=2)=[O:12])=[CH:9][CH:10]=1 |f:1.2.3|. Procedure: (4-(2-Chloroethoxy)phenyl)(3-fluoro-4-methoxyphenyl)methanone from the previous step in 20 mL 40% HBr was refluxed for 1 h., neutralized with solid Na2CO3 at 0° C., and extracted with EtOAc. The extract was washed with brine, dried, concentrated, and purified by column chromatography (eluent: petroleum ether/EtOAc=5/1 to 2/1) over silica gel to give the subtitle compound (731 mg, 51% yield for 3 steps) as a yellow solid.